This data is from the Open Reaction Database (ORD), a public repository of structured organic reaction records. The task is: describe an organic reaction: reactants, conditions, products, and yield Starting materials: O=C1C2=C(OCC3=C1C=CC=C3)C=CC(=C2)OCC2=NC3=CC=CC=C3C=C2 (11-oxo-2-(quinolin-2-yl)methoxy-6,11-dihydrodibenz[b,e]oxepine), [H-].[Na+] (sodium hydride), C(C)OP(=O)(OCC)CC(=O)OC (methyl diethylphosphonoacetate). Run in C(OC)COC (dimethoxyethane), C(OC)COC (dimethoxyethane). Product: COC(=O)C=C1C2=C(OCC3=C1C=CC=C3)C=CC(=C2)OCC2=NC3=CC=CC=C3C=C2 (11-methoxycarbonylmethylene-2-(quinolin-2-yl)methoxy-6,11-dihydrodibenz[b,e]oxepine). As a reaction SMILES: C(OP([CH2:9][C:10]([O:12][CH3:13])=[O:11])(OCC)=O)C.O=[C:15]1[C:21]2[CH:22]=[CH:23][CH:24]=[CH:25][C:20]=2[CH2:19][O:18][C:17]2[CH:26]=[CH:27][C:28]([O:30][CH2:31][C:32]3[CH:41]=[CH:40][C:39]4[C:34](=[CH:35][CH:36]=[CH:37][CH:38]=4)[N:33]=3)=[CH:29][C:16]1=2.[H-].[Na+]>C(COC)OC>[CH3:13][O:12][C:10]([CH:9]=[C:15]1[C:21]2[CH:22]=[CH:23][CH:24]=[CH:25][C:20]=2[CH2:19][O:18][C:17]2[CH:26]=[CH:27][C:28]([O:30][CH2:31][C:32]3[CH:41]=[CH:40][C:39]4[C:34](=[CH:35][CH:36]=[CH:37][CH:38]=4)[N:33]=3)=[CH:29][C:16]1=2)=[O:11] |f:2.3|. Procedure details: 1.1 ml of methyl diethylphosphonoacetate dissolved in 10 ml of dimethoxyethane was added to 1.84 g of 11-oxo-2-(quinolin-2-yl)methoxy-6,11-dihydrodibenz[b,e]oxepine and 0.3 g of 64% by weight sodium hydride suspended in 20 ml of dimethoxyethane and the mixture was refluxed under heating for 5 hours. The solvent was removed from the reaction mixture, the residue was dissolved in ethyl acetate and the organic layer was washed with water and a saturated saline solution and then dried over anhydrous... Reactants: NC=1C2=C(N=CN1)N(C=C2I)[C@H]2C[C@H](C2)C(=O)N (cis-3-(4-amino-5-iodopyrrolo[2,3-d]pyrimidin-7-yl)-cyclobutanecarboxylic acid amide), C1(=CC=CC=C1)C1=NC2=CC(=CC=C2C=C1)B1OC(C(O1)(C)C)(C)C (2-phenyl-7-(4,4,5,5-tetramethyl-[1,3,2]dioxaborolan-2-yl)-quinoline), C(=O)([O-])[O-].[Na+].[Na+] (Na2CO3), CN(C)C=O (DMF). The reagents and catalysts are C=1C=CC(=CC1)[P](C=2C=CC=CC2)(C=3C=CC=CC3)[Pd]([P](C=4C=CC=CC4)(C=5C=CC=CC5)C=6C=CC=CC6)([P](C=7C=CC=CC7)(C=8C=CC=CC8)C=9C=CC=CC9)[P](C=1C=CC=CC1)(C=1C=CC=CC1)C=1C=CC=CC1 (Pd(PPh3)4). Solvent: O (water), O (water). Reaction conditions: temperature 80 celsius. Product: NC=1C2=C(N=CN1)N(C=C2C2=CC=C1C=CC(=NC1=C2)C2=CC=CC=C2)[C@H]2C[C@H](C2)C(=O)N (cis-3-[4-Amino-5-(2-phenylquinolin-7-yl)-pyrrolo[2,3-d]pyrimidin-7-yl]cyclobutanecarboxylic acid amide). RXN SMILES: [NH2:1][C:2]1[C:3]2[C:10](I)=[CH:9][N:8]([C@@H:12]3[CH2:15][C@H:14]([C:16]([NH2:18])=[O:17])[CH2:13]3)[C:4]=2[N:5]=[CH:6][N:7]=1.[C:19]1([C:25]2[CH:34]=[CH:33][C:32]3[C:27](=[CH:28][C:29](B4OC(C)(C)C(C)(C)O4)=[CH:30][CH:31]=3)[N:26]=2)[CH:24]=[CH:23][CH:22]=[CH:21][CH:20]=1.C([O-])([O-])=O.[Na+].[Na+].CN(C=O)C>C1C=CC([P]([Pd]([P](C2C=CC=CC=2)(C2C=CC=CC=2)C2C=CC=CC=2)([P](C2C=CC=CC=2)(C2C=CC=CC=2)C2C=CC=CC=2)[P](C2C=CC=CC=2)(C2C=CC=CC=2)C2C=CC=CC=2)(C2C=CC=CC=2)C2C=CC=CC=2)=CC=1.O>[NH2:1][C:2]1[C:3]2[C:10]([C:29]3[CH:28]=[C:27]4[C:32]([CH:33]=[CH:34][C:25]([C:19]5[CH:24]=[CH:23][CH:22]=[CH:21][CH:20]=5)=[N:26]4)=[CH:31][CH:30]=3)=[CH:9][N:8]([C@@H:12]3[CH2:15][C@H:14]([C:16]([NH2:18])=[O:17])[CH2:13]3)[C:4]=2[N:5]=[CH:6][N:7]=1 |f:2.3.4,^1:58,60,79,98|. Procedure: A mixture of cis-3-(4-amino-5-iodopyrrolo[2,3-d]pyrimidin-7-yl)-cyclobutanecarboxylic acid amide (131 mg, 0.367 mmol), 2-phenyl-7-(4,4,5,5-tetramethyl-[1,3,2]dioxaborolan-2-yl)-quinoline (146 mg, 0.441 mmol), Na2CO3 (97.2 mg, 0.917 mmol), Pd(PPh3)4 (25.5 mg, 0.0221 mmol), DMF (5 mL), and water (1 mL) was purged with nitrogen for 30 min and heated to 80° C. for 18 h. To the cooled reaction solution was added water (15 mL), the mixture was extracted with EtOAc (3×20 mL), the combined organic layer... Starting materials: [Cl-].[NH4+] (ammonium chloride), C(C)(=O)OC(CC1=COC2=C1C=CC=C2OC(C)=O)CCC(C2=CC=CC=C2)C2=CC=CC=C2 (3-(2-acetoxy-5, 5-diphenylpentyl)-7-acetoxybenzofuran), [OH-].[Na+] (sodium hydroxide), C([O-])([O-])=O.[K+].[K+] (potassium carbonate), BrCC(=O)OC (methyl bromoacetate). Run in CO (methanol), CN(C)C=O (DMF). Yields the product OC(CC1=COC2=C1C=CC=C2OCC(=O)OC)CCC(C2=CC=CC=C2)C2=CC=CC=C2 (Methyl (3-(2-hydroxy-5, 5-diphenylpentyl)benzofuran-7-yloxy)acetate). Yield: 100.0%. As a reaction SMILES: C([O:4][CH:5]([CH2:20][CH2:21][CH:22]([C:29]1[CH:34]=[CH:33][CH:32]=[CH:31][CH:30]=1)[C:23]1[CH:28]=[CH:27][CH:26]=[CH:25][CH:24]=1)[CH2:6][C:7]1[C:11]2[CH:12]=[CH:13][CH:14]=[C:15]([O:16]C(=O)C)[C:10]=2[O:9][CH:8]=1)(=O)C.[OH-].[Na+].C(=O)([O-])[O-].[K+].[K+].Br[CH2:44][C:45]([O:47][CH3:48])=[O:46].[Cl-].[NH4+]>CO.CN(C=O)C>[OH:4][CH:5]([CH2:20][CH2:21][CH:22]([C:23]1[CH:28]=[CH:27][CH:26]=[CH:25][CH:24]=1)[C:29]1[CH:30]=[CH:31][CH:32]=[CH:33][CH:34]=1)[CH2:6][C:7]1[C:11]2[CH:12]=[CH:13][CH:14]=[C:15]([O:16][CH2:44][C:45]([O:47][CH3:48])=[O:46])[C:10]=2[O:9][CH:8]=1 |f:1.2,3.4.5,7.8|. Procedure details: 3-(2-acetoxy-5, 5-diphenylpentyl)-7-acetoxybenzofuran (184 mg) was dissolved in methanol (5 ml) and the obtained solution was stirred at room temperature. To this solution, 1N aqueous sodium hydroxide solution (1 ml) was added and the resulting solution was stirred at room temperature. After confirming vanishment of the materials, the solvent was removed under reduced pressure. Water (5 ml) was added to the obtained residue and the resultant was extracted three times with ethyl acetate (10 ml). ... The reactants are [H][H] (hydrogen), [H-].[Na+] (Sodium hydride), ClC1=CC=C2C(CC(=NC2=C1)CC)=O (7-chloro-2-ethyl-4-quinolone), ClC1=C2C(CC(=NC2=CC=C1)CC)=O (5-chloro-2-ethyl-4-quinolone), C(C1=CC=CC=C1)Br (benzylbromide). Solvent: CN(C)C=O (DMF). Run at time 18 hour. Product: C(C1=CC=CC=C1)OC1=CC(=NC2=CC=CC(=C12)Cl)CC (4-benzyloxy-5-chloro-2-ethylquinoline). RXN SMILES: [H-].[Na+].Cl[C:4]1[CH:13]=[C:12]2[C:7]([C:8](=O)CC(CC)=N2)=[CH:6][CH:5]=1.[Cl:17][C:18]1[CH:27]=[CH:26][CH:25]=[C:24]2[C:19]=1[C:20](=[O:30])[CH2:21][C:22]([CH2:28][CH3:29])=[N:23]2.[H][H].C(Br)C1C=CC=CC=1>CN(C=O)C>[CH2:8]([O:30][C:20]1[C:19]2[C:24](=[CH:25][CH:26]=[CH:27][C:18]=2[Cl:17])[N:23]=[C:22]([CH2:28][CH3:29])[CH:21]=1)[C:7]1[CH:12]=[CH:13][CH:4]=[CH:5][CH:6]=1 |f:0.1|. Procedure: Sodium hydride (60% dispersion in mineral oil; 1.95 g) was added to a stirred solution of a mixture of 7-chloro-2-ethyl-4-quinolone and 5-chloro-2-ethyl-4-quinolone (43.5:56.5, 10 g) in DMF (100 ml). The mixture was stirred until evolution of hydrogen had ceased and benzylbromide (8.25 g) was added. The mixture was stirred for 18 hours. The solvent was removed by evaporation and the residue partitioned between water (80 ml) and dichloromethane (2×100 ml). The organic layer was washed with satura... Starting materials: CN(CCOCCOCCOCCOCCC(=O)O)C(=O)OC(C)(C)C, C[Si](C)(C)C=[N+]=[N-], CC(=O)O, CCCCCC, CO. Product: COC(=O)CCOCCOCCOCCOCCN(C)C(=O)OC(C)(C)C. RXN SMILES: [C:8]([CH3:9])([CH3:10])([CH3:11])[O:12][C:13](=[O:14])[N:15]([CH2:16][CH2:17][O:18][CH2:19][CH2:20][O:21][CH2:22][CH2:23][O:24][CH2:25][CH2:26][O:27][CH2:28][CH2:29][C:30](=[O:31])[OH:32])[CH3:33].[CH3:1][Si:2]([CH:3]=[N+:4]=[N-:5])([CH3:6])[CH3:7].[CH3:34][C:35](=[O:36])[OH:37].[CH3:38][CH2:39][CH2:40][CH2:41][CH2:42][CH3:43].[CH3:44][OH:45]>>[CH3:1][O:32][C:30]([CH2:29][CH2:28][O:27][CH2:26][CH2:25][O:24][CH2:23][CH2:22][O:21][CH2:20][CH2:19][O:18][CH2:17][CH2:16][N:15]([C:13]([O:12][C:8]([CH3:9])([CH3:10])[CH3:11])=[O:14])[CH3:33])=[O:31]. Reactants: Cc1ccc(C(C(=O)O)c2ccc(C)cc2)cc1, NCCCN1CCC(c2cccc(NC(=O)C3CC3)c2)CC1. Yields the product Cc1ccc(C(C(=O)NCCCN2CCC(c3cccc(NC(=O)C4CC4)c3)CC2)c2ccc(C)cc2)cc1. RXN SMILES: [CH3:1][c:2]1[cH:3][cH:4][c:5]([CH:8]([C:9](=[O:10])[OH:11])[c:12]2[cH:13][cH:14][c:15]([CH3:18])[cH:16][cH:17]2)[cH:6][cH:7]1.[NH2:19][CH2:20][CH2:21][CH2:22][N:23]1[CH2:24][CH2:25][CH:26]([c:29]2[cH:30][c:31]([NH:35][C:36](=[O:37])[CH:38]3[CH2:39][CH2:40]3)[cH:32][cH:33][cH:34]2)[CH2:27][CH2:28]1>>[CH3:1][c:2]1[cH:3][cH:4][c:5]([CH:8]([C:9](=[O:11])[NH:19][CH2:20][CH2:21][CH2:22][N:23]2[CH2:24][CH2:25][CH:26]([c:29]3[cH:30][c:31]([NH:35][C:36](=[O:37])[CH:38]4[CH2:39][CH2:40]4)[cH:32][cH:33][cH:34]3)[CH2:27][CH2:28]2)[c:12]2[cH:13][cH:14][c:15]([CH3:18])[cH:16][cH:17]2)[cH:6][cH:7]1. The reactants are O (Water), C1(=CC=CC=C1)C1OC2=CC=C(C=C2CC1)OC1=CC=C(C=N1)N (6-(2-Phenylchroman-6-yloxy)pyridin-3-ylamine), C(CCC(=O)O)(=O)O (succinic acid), 1-(3-Dimethyl-aminopropyl)-3-ethylcarbodiimide hydrochloride. Solvent: ClCCl (dichloromethane). Reaction conditions: time 3 hour. Product: C1(=CC=CC=C1)C1OC2=CC=C(C=C2CC1)OC1=CC=C(C=N1)NC(CCC(=O)O)=O (N-[6-(2-phenylchroman-6-yloxy)pyridin-3-yl]succinamic acid). RXN SMILES: [C:1]1([CH:7]2[CH2:16][CH2:15][C:14]3[C:9](=[CH:10][CH:11]=[C:12]([O:17][C:18]4[N:23]=[CH:22][C:21]([NH2:24])=[CH:20][CH:19]=4)[CH:13]=3)[O:8]2)[CH:6]=[CH:5][CH:4]=[CH:3][CH:2]=1.[C:25](O)(=[O:31])[CH2:26][CH2:27][C:28]([OH:30])=[O:29].O>ClCCl>[C:1]1([CH:7]2[CH2:16][CH2:15][C:14]3[C:9](=[CH:10][CH:11]=[C:12]([O:17][C:18]4[N:23]=[CH:22][C:21]([NH:24][C:25](=[O:31])[CH2:26][CH2:27][C:28]([OH:30])=[O:29])=[CH:20][CH:19]=4)[CH:13]=3)[O:8]2)[CH:6]=[CH:5][CH:4]=[CH:3][CH:2]=1. Reported procedure: 6-(2-Phenylchroman-6-yloxy)pyridin-3-ylamine (example 35) (270 mg) and succinic acid (151 mg) were dissolved in dichloromethane (16 ml). 1-(3-Dimethyl-aminopropyl)-3-ethylcarbodiimide hydrochloride (245 mg) was added into a reaction mixture and it was stirred at room temperature for 3 hours. Water was added and the mixture was filtered. The precipitate was collected and treated with methanol and filtered again. The methanol-filtrate was evaborated to dryness to yield N-[6-(2-phenylchroman-6-ylox... RXN SMILES: [BH4-:20].[CH3:25][OH:26].[ClH:22].[NH:1]([C:2](=[NH:3])[NH2:4])[c:5]1[s:6][c:7]([C:11](=[O:12])[c:13]2[n:14][cH:15][cH:16][c:17]([CH3:19])[cH:18]2)[c:8]([CH3:10])[n:9]1.[Na+:21].[Na+:24].[OH-:23]>>[NH:1]([C:2](=[NH:3])[NH2:4])[c:5]1[s:6][c:7]([CH:11]([OH:12])[c:13]2[n:14][cH:15][cH:16][c:17]([CH3:19])[cH:18]2)[c:8]([CH3:10])[n:9]1. Reactants: [BH4-], CO, Cl, Cc1ccnc(C(=O)c2sc(NC(=N)N)nc2C)c1, [Na+], [Na+], [OH-]. Product: Cc1ccnc(C(O)c2sc(NC(=N)N)nc2C)c1. Starting materials: compound 91, Cl.ClCC1=C(N=C2N1C=CC=C2)C2=CC=C(C=C2)Cl (3-(chloromethyl)-2-(4-chlorophenyl)imidazo[1,2-a]pyridine hydrochloride), N1C(NC(C=C1)=O)=O (pyrimidine-2,4(1H,3H)-dione). Yields the product ClC1=CC=C(C=C1)C=1N=C2N(C=CC=C2)C1CN1C(NC(C=C1)=O)=O (1-((2-(4-chlorophenyl)imidazo[1,2-a]pyridin-3-yl)methyl)pyrimidine-2,4(1H,3H)-dione). As a reaction SMILES: Cl.Cl[CH2:3][C:4]1[N:8]2[CH:9]=[CH:10][CH:11]=[CH:12][C:7]2=[N:6][C:5]=1[C:13]1[CH:18]=[CH:17][C:16]([Cl:19])=[CH:15][CH:14]=1.[NH:20]1[CH:25]=[CH:24][C:23](=[O:26])[NH:22][C:21]1=[O:27]>>[Cl:19][C:16]1[CH:17]=[CH:18][C:13]([C:5]2[N:6]=[C:7]3[CH:12]=[CH:11][CH:10]=[CH:9][N:8]3[C:4]=2[CH2:3][N:20]2[CH:25]=[CH:24][C:23](=[O:26])[NH:22][C:21]2=[O:27])=[CH:14][CH:15]=1 |f:0.1|. Reported procedure: The title compound was prepared according to Method B and the experimentals described for compound 91 from 3-(chloromethyl)-2-(4-chlorophenyl)imidazo[1,2-a]pyridine hydrochloride and pyrimidine-2,4(1H,3H)-dione. M/e+ 353 for C18H14ClN4O2 (M+H)+; 1H-NMR (400 MHz, CDCl3) δ 8.33 (d, J=5.8 Hz, 1H), 8.10 (s, 1H), 7.81 (d, J=8.4 Hz, 1H), 7.63 (d, J=8.4 Hz, 2H), 7.51 (d, J=8.4 Hz, 2H), 7.39 (td, J=6.9, 1.1 Hz, 1H), 7.00 (td, J=6.9, 1.1 Hz, 1H), 6.66 (d, J=8.0 Hz, 1H), 5.58 (d, J=8.0 Hz, 1H), 5.45 (s, 2...